This data is from the Open Reaction Database (ORD), a public repository of structured organic reaction records. The task is: describe an organic reaction: reactants, conditions, products, and yield The solvent is [OH-].[K+] (KOH), CC(=O)C (acetone). Product: BrC1=C(C=C(C=C1)I)COC1=CC=CC=C1 (4-Bromo-1-iodo-3-phenoxymethyl-benzene). Run at temperature 50 celsius, time 8 hour. Reported procedure: Phenol (13 g) dissolved in 4 M KOH solution (60 mL) is added to 4-bromo-3-chloromethyl-1-iodo-benzene (41.0 g) dissolved in acetone (50 mL). NaI (0.5 g) is added and the resulting mixture is stirred at 50° C. overnight. Then, water is added and the resulting mixture is extracted with ethyl acetate. The combined extracts are dried and the solvent is evaporated under reduced pressure. The residue is purified by chromatography on silica gel (cyclohexane/ethyl acetate 19:1). Starting materials: BrC1=C(C=C(C=C1)I)CCl (4-bromo-3-chloromethyl-1-iodo-benzene), O (water), C1(=CC=CC=C1)O (Phenol), [Na+].[I-] (NaI). As a reaction SMILES: [C:1]1([OH:7])[CH:6]=[CH:5][CH:4]=[CH:3][CH:2]=1.[Br:8][C:9]1[CH:14]=[CH:13][C:12]([I:15])=[CH:11][C:10]=1[CH2:16]Cl.[Na+].[I-].O>[OH-].[K+].CC(C)=O>[Br:8][C:9]1[CH:14]=[CH:13][C:12]([I:15])=[CH:11][C:10]=1[CH2:16][O:7][C:1]1[CH:6]=[CH:5][CH:4]=[CH:3][CH:2]=1 |f:2.3,5.6|. Starting materials: C1COCCN1, CS(=O)(=O)OCCN1CC(c2cccc(C(F)(F)F)c2)N(c2ccc(Cl)cc2)C1=O, ClCCl. Yields the product O=C1N(CCN2CCOCC2)CC(c2cccc(C(F)(F)F)c2)N1c1ccc(Cl)cc1. As a reaction SMILES: [CH2:31]1[CH2:32][O:33][CH2:34][CH2:35][NH:36]1.[CH3:1][S:2]([O:3][CH2:6][CH2:7][N:8]1[C:9](=[O:30])[N:10]([c:23]2[cH:24][cH:25][c:26]([Cl:29])[cH:27][cH:28]2)[CH:11]([c:13]2[cH:14][c:15]([C:19]([F:20])([F:21])[F:22])[cH:16][cH:17][cH:18]2)[CH2:12]1)(=[O:4])=[O:5].[Cl:37][CH2:38][Cl:39]>>[CH2:6]([CH2:7][N:8]1[C:9](=[O:30])[N:10]([c:23]2[cH:24][cH:25][c:26]([Cl:29])[cH:27][cH:28]2)[CH:11]([c:13]2[cH:14][c:15]([C:19]([F:20])([F:21])[F:22])[cH:16][cH:17][cH:18]2)[CH2:12]1)[N:36]1[CH2:31][CH2:32][O:33][CH2:34][CH2:35]1.